From a dataset of the Open Reaction Database (ORD), a public repository of structured organic reaction records. describe an organic reaction: reactants, conditions, products, and yield The reactants are [H-].[Na+] (NaH), FC(C1=NNC=2CC(CC(C12)=O)(C)C)F (3-difluoromethyl-6,6-dimethyl-1,5,6,7-tetrahydro-indazol-4-one), BrC1=C(C#N)C=CC(=C1)F (2-bromo-4-fluorobenzonitrile). Solvent: [NH4+].[Cl-] (NH4Cl), O (H2O), CS(=O)C (DMSO). Reaction conditions: time 20 minute. The product is BrC1=C(C#N)C=CC(=C1)N1N=C(C=2C(CC(CC12)(C)C)=O)C(F)F (2-bromo-4-(6,6-dimethyl-4-oxo-3-difluoromethyl-4,5,6,7-tetrahydro-indazol-1-yl)-benzonitrile). Yield: 49.1%. RXN SMILES: [H-].[Na+].[F:3][CH:4]([F:17])[C:5]1[C:13]2[C:12](=[O:14])[CH2:11][C:10]([CH3:16])([CH3:15])[CH2:9][C:8]=2[NH:7][N:6]=1.[Br:18][C:19]1[CH:26]=[C:25](F)[CH:24]=[CH:23][C:20]=1[C:21]#[N:22]>CS(C)=O.[NH4+].[Cl-].O>[Br:18][C:19]1[CH:26]=[C:25]([N:7]2[C:8]3[CH2:9][C:10]([CH3:15])([CH3:16])[CH2:11][C:12](=[O:14])[C:13]=3[C:5]([CH:4]([F:3])[F:17])=[N:6]2)[CH:24]=[CH:23][C:20]=1[C:21]#[N:22] |f:0.1,5.6|. Reported procedure: NaH (350 mg) was added to a solution of 3-difluoromethyl-6,6-dimethyl-1,5,6,7-tetrahydro-indazol-4-one (3.12 g) in DMSO (75 mL) at room temperature. After 20 minutes of stirring, 2-bromo-4-fluorobenzonitrile (4.67 g) was added and stirred at 45° C. overnight. The reaction was diluted with saturated aqueous NH4Cl (100 mL), H2O (100 mL). The mixture was extracted with ethyl acetate (4×150 mL), dried over Na2SO4, filtered, concentrated, purified by column chromatography eluting with a 1:2 mixture o... The reactants are NC1CCCc2ccccc21, O=Cc1cccc(-c2ccc(C(F)(F)F)cc2)c1. Product: FC(F)(F)c1ccc(-c2cccc(CNC3CCCc4ccccc43)c2)cc1. Reaction SMILES: [CH:19]1([NH2:29])[CH2:20][CH2:21][CH2:22][c:23]2[cH:24][cH:25][cH:26][cH:27][c:28]21.[F:1][C:2]([c:3]1[cH:4][cH:5][c:6](-[c:9]2[cH:10][c:11]([CH:15]=[O:16])[cH:12][cH:13][cH:14]2)[cH:7][cH:8]1)([F:17])[F:18]>>[F:1][C:2]([c:3]1[cH:4][cH:5][c:6](-[c:9]2[cH:10][c:11]([CH2:15][NH:29][CH:19]3[CH2:20][CH2:21][CH2:22][c:23]4[cH:24][cH:25][cH:26][cH:27][c:28]43)[cH:12][cH:13][cH:14]2)[cH:7][cH:8]1)([F:17])[F:18]. Starting materials: CC(Oc1ccc(C(C)(C)C)cc1)C(=O)O, C1CCOC1. Product: CC(CO)Oc1ccc(C(C)(C)C)cc1. As a reaction SMILES: [C:1]([CH3:2])([CH3:3])([CH3:4])[c:5]1[cH:6][cH:7][c:8]([O:9][CH:10]([C:11](=[O:12])[OH:13])[CH3:14])[cH:15][cH:16]1.[O:17]1[CH2:18][CH2:19][CH2:20][CH2:21]1>>[C:1]([CH3:2])([CH3:3])([CH3:4])[c:5]1[cH:6][cH:7][c:8]([O:9][CH:10]([CH2:11][OH:12])[CH3:14])[cH:15][cH:16]1. Starting materials: resultant mixture, COC(C1=CC=C(C=C1)O)=O (methyl-p-hydroxybenzoate), [OH-].[Na+] (sodium hydroxide), CS(=O)C (dimethylsulfoxide), ClCCC[Si](OC)(OC)OC (3-chloropropyl trimethoxysilane). Solvent: C1(=CC=CC=C1)C (toluene). Conditions: temperature 115 celsius. Yields the product C(=O)(OC)C1=CC=C(OCCC[Si](OC)(OC)C)C=C1 (p-carbomethoxyphenoxypropyl methyldimethoxysilane). The yield is 92.0%. As a reaction SMILES: [CH3:1][O:2][C:3](=[O:11])[C:4]1[CH:9]=[CH:8][C:7]([OH:10])=[CH:6][CH:5]=1.[OH-].[Na+].[CH3:14]S(C)=O.Cl[CH2:19][CH2:20][CH2:21][Si:22](OC)([O:25][CH3:26])[O:23][CH3:24]>C1(C)C=CC=CC=1>[C:3]([C:4]1[CH:9]=[CH:8][C:7]([O:10][CH2:19][CH2:20][CH2:21][Si:22]([CH3:14])([O:25][CH3:26])[O:23][CH3:24])=[CH:6][CH:5]=1)([O:2][CH3:1])=[O:11] |f:1.2|. Procedure: Using the general procedure described in Example 1 a reactor was charged with 83.7 g (0.55 mole) of methyl-p-hydroxybenzoate, 43.28 g of a 50% by weight aqueous solution of sodium hydroxide (0.54 mole NaOH), 112 cc dimethylsulfoxide and 120 cc toluene. The resultant mixture was heated to the boiling point for six hours under a nitrogen atmosphere to remove all of the water present by azeotropic distillation. The reaction mixture was then allowed to cool to about 75° C. at which time 109 g (0.56 ... Reactants: C, CO, Cc1cc(C(=O)CCC(=O)O)ccc1F, [H][H], [Pd]. Product: Cc1cc(CCCC(=O)O)ccc1F. Reaction SMILES: [C:18].[CH3:20][OH:21].[F:1][c:2]1[c:3]([CH3:15])[cH:4][c:5]([C:8]([CH2:9][CH2:10][C:11](=[O:12])[OH:13])=[O:14])[cH:6][cH:7]1.[H:16][H:17].[Pd:19]>>[F:1][c:2]1[c:3]([CH3:15])[cH:4][c:5]([CH2:8][CH2:9][CH2:10][C:11](=[O:12])[OH:13])[cH:6][cH:7]1. Starting materials: Cc1ccccc1, CCOC(=O)c1cn2c(C=O)cccc2n1, CCN(C(C)C)C(C)C, CCOP([O-])OCC. Yields the product CCOC(=O)c1cn2c(C(O)P(=O)(OCC)OCC)cccc2n1. RXN SMILES: [CH3:34][c:35]1[cH:36][cH:37][cH:38][cH:39][cH:40]1.[CH:18](=[O:19])[c:20]1[cH:21][cH:22][cH:23][c:24]2[n:25]1[cH:26][c:27]([C:29](=[O:30])[O:31][CH2:32][CH3:33])[n:28]2.[CH:9]([N:10]([CH2:11][CH3:12])[CH:13]([CH3:14])[CH3:15])([CH3:16])[CH3:17].[P:1]([O:2][CH2:3][CH3:4])([O:5][CH2:6][CH3:7])[O-:8]>>[P:1]([O:2][CH2:3][CH3:4])([O:5][CH2:6][CH3:7])(=[O:8])[CH:18]([OH:19])[c:20]1[cH:21][cH:22][cH:23][c:24]2[n:25]1[cH:26][c:27]([C:29](=[O:30])[O:31][CH2:32][CH3:33])[n:28]2. The reactants are ClC1=C(C(=O)O)C=CC(=C1)NC(=O)C=1C=CC2=C(N(CCO2)S(=O)(=O)C2=C(C=CC(=C2)Cl)OC)C1 (2-Chloro-4-{[4-(5-chloro-2-methoxy-benzenesulfonyl)-3,4-dihydro-2H-benzo[1,4]oxazine-6-carbonyl]-amino}-benzoic acid), COC(C1=C(C=C(C=C1)N)Cl)=O (4-amino-2-chloro-benzoic acid methyl ester). Yields the product COC(C1=C(C=C(C=C1)NC(=O)C=1C=CC2=C(N(CCO2)S(=O)(=O)C2=C(C=CC(=C2)Cl)OC)C1)Cl)=O (2-chloro-4-{[4-(5-chloro-2-methoxy-benzenesulfonyl)-3,4-dihydro-2H-benzo-[1,4]oxazine-6-carbonyl]-amino}-benzoic acid methyl ester). RXN SMILES: [Cl:1][C:2]1[CH:10]=[C:9]([NH:11][C:12]([C:14]2[CH:15]=[CH:16][C:17]3[O:22][CH2:21][CH2:20][N:19]([S:23]([C:26]4[CH:31]=[C:30]([Cl:32])[CH:29]=[CH:28][C:27]=4[O:33][CH3:34])(=[O:25])=[O:24])[C:18]=3[CH:35]=2)=[O:13])[CH:8]=[CH:7][C:3]=1[C:4]([OH:6])=[O:5].[CH3:36]OC(=O)C1C=CC(N)=CC=1Cl>>[CH3:36][O:5][C:4](=[O:6])[C:3]1[CH:7]=[CH:8][C:9]([NH:11][C:12]([C:14]2[CH:15]=[CH:16][C:17]3[O:22][CH2:21][CH2:20][N:19]([S:23]([C:26]4[CH:31]=[C:30]([Cl:32])[CH:29]=[CH:28][C:27]=4[O:33][CH3:34])(=[O:24])=[O:25])[C:18]=3[CH:35]=2)=[O:13])=[CH:10][C:2]=1[Cl:1]. Procedure details: 2-Chloro-4-{[4-(5-chloro-2-methoxy-benzenesulfonyl)-3,4-dihydro-2H-benzo[1,4]oxazine-6-carbonyl]-amino}-benzoic acid, MS (ISP): m/e=534.9, 536.9 (M−H), was prepared as described in example 1, steps 1 to 6. Step 5 was performed using 4-amino-2-chloro-benzoic acid methyl ester and yielded 2-chloro-4-{[4-(5-chloro-2-methoxy-benzenesulfonyl)-3,4-dihydro-2H-benzo-[1,4]oxazine-6-carbonyl]-amino}-benzoic acid methyl ester, which was hydrolyzed in step 6. The reactants are CN(C)C1=CC=CC2=CC=CC=C12 (N,N-dimethyl-1-naphthylamine), BrC#N (BrCN), C(Cl)Cl (methylene chloride). Solvent: CCOCC (ether). The product is CN(C#N)C1=CC=CC2=CC=CC=C12 (N-methyl-N-(1-naphthyl)cyanamide). Yield: 48.0%. Reaction SMILES: [CH3:1][N:2]([C:4]1[C:13]2[C:8](=[CH:9][CH:10]=[CH:11][CH:12]=2)[CH:7]=[CH:6][CH:5]=1)[CH3:3].BrC#[N:16].C(Cl)Cl>CCOCC>[CH3:3][N:2]([C:4]1[C:13]2[C:8](=[CH:9][CH:10]=[CH:11][CH:12]=2)[CH:7]=[CH:6][CH:5]=1)[C:1]#[N:16]. Procedure details: In a 2 neck round bottom flask, equipped with a magnetic stir bar and reflux condenser, was placed N,N-dimethyl-1-naphthylamine (4.35 g, 25.4 mmol, and BrCN (2.99 g, 28.2 mmol) in a single portion. This suspension was placed in an oil bath (preheated, 90° C.) and allowed to stir and reflux under N2 for 21 hours. During this time a gas was given off, detected by bubbler placed over the reflux condenser. The reaction was followed by TLC, using methylene chloride as the solvent and viewed under UV....